Dataset: the Open Reaction Database (ORD), a public repository of structured organic reaction records. Task: describe an organic reaction: reactants, conditions, products, and yield The reactants are CC1=NN(C=C1N)C, CONC(=O)C1=CC=CC=C1NC2=CC(=NC=C2Cl)Cl. Reagents/catalysts: CC(C)(C)[O-].[Na+], CC1(C2=C(C(=CC=C2)P(C3=CC=CC=C3)C4=CC=CC=C4)OC5=C1C=CC=C5P(C6=CC=CC=C6)C7=CC=CC=C7)C, C1=CC=C(C=C1)/C=C/C(=O)/C=C/C2=CC=CC=C2.C1=CC=C(C=C1)/C=C/C(=O)/C=C/C2=CC=CC=C2.C1=CC=C(C=C1)/C=C/C(=O)/C=C/C2=CC=CC=C2.[Pd].[Pd]. Solvent: C1COCCO1. Conditions: temperature 150 celsius. Yields the product CC1=NN(C=C1NC2=NC=C(C(=C2)NC3=CC=CC=C3C(=O)NOC)Cl)C. Isolated yield 14.3%. Procedure details: 2-(2,5-dichloropyridin-4-ylamino)-N-methoxybenzamide (250 mg, 0.80 mmol), 1,3-dimethyl-1H-pyrazol-4-amine (134 mg, 1.20 mmol), Sodium tert-butoxide (115 mg, 1.20 mmol), 9,9-Dimethyl-4,5-bis(diphenylphosphino)xanthene (55.6 mg, 0.10 mmol) and BIS(DIBENZYLIDENEACETONE)DIPALLADIUM(0) (58.7 mg, 0.06 mmol) were suspended in dioxane (15 mL) and sealed into a microwave tube. The reaction was heated to 150 °C for 30 minutes in the microwave reactor and cooled to RT. Reaction not complete by LCMS so more... Starting materials: [C@@H]12S(C[C@@H](N(C1)C(=O)OCC1=CC=CC=C1)C2)(=O)=O ((1S,4S)-benzyl 2-thia-5-azabicyclo[2.2.1]heptane-5-carboxylate 2,2-dioxide), Br (hydrobromic acid). Reaction conditions: time 18 hour. Yields the product Br.[C@@H]12S(C[C@@H](NC1)C2)(=O)=O ((1S,4S)-2-thia-5-azabicyclo[2.2.1]heptane 2,2-dioxide, hydrobromide). Isolated yield 88.9%. RXN SMILES: [C@H:1]12[CH2:17][C@H:4]([N:5](C(OCC3C=CC=CC=3)=O)[CH2:6]1)[CH2:3][S:2]2(=[O:19])=[O:18].[BrH:20]>>[BrH:20].[C@H:1]12[CH2:17][C@H:4]([NH:5][CH2:6]1)[CH2:3][S:2]2(=[O:19])=[O:18] |f:2.3|. Reported procedure: (1S,4S)-benzyl 2-thia-5-azabicyclo[2.2.1]heptane-5-carboxylate 2,2-dioxide (1.4 g, 4.98 mmol) was treated with hydrobromic acid (33% in acetic acid) (20 mL, 116 mmol) and stirred at rt. After 18 h, a white precipitate was filtered, washed with glacial acetic acid (5 mL), and dried under reduced pressure to give (1S,4S)-2-thia-5-azabicyclo[2.2.1]heptane 2,2-dioxide, hydrobromide (1.01 g, 85% yield) as a white solid. 1H NMR (400 MHz, DMSO-d6) δ 9.49 (br. s., 2H), 4.60 (br. s., 1H), 4.15 (br. s., 1... The reactants are [OH-].[Na+] (sodium hydroxide), O=S1(N(CCC1)C1=CC(=C(C(=O)OC)C=C1)N1C(OCC1)=O)=O (methyl 4-(1,1-dioxo-1λ6-isothiazolidin-2-yl)-2-(2-oxooxazolidin-3-yl)benzoate), CC=1C(=NC=C(C1)C)N1CCNCC1 (1-(3,5-dimethylpyridin-2-yl)piperazine), O.[Cl-].COC1=NC(=NC(=N1)OC)[N+]1(CCOCC1)C (4-(4,6-dimethoxy[1.3.5]triazin-2-yl)-4-methylmorpholinium chloride hydrate), Cl (hydrochloric acid). Run in CO (methanol), O (Water). Run at temperature 60 celsius. Product: CC=1C(=NC=C(C1)C)N1CCN(CC1)C(=O)C1=C(C=C(C=C1)N1S(CCC1)(=O)=O)N1C(OCC1)=O (3-{2-[4-(3,5-dimethylpyridin-2-yl)piperazine-1-carbonyl]-5-(1,1-dioxo-1λ6-isothiazolidin-2-yl)phenyl}oxazolidin-2-one). RXN SMILES: [O:1]=[S:2]1(=[O:23])[CH2:6][CH2:5][CH2:4][N:3]1[C:7]1[CH:16]=[CH:15][C:10]([C:11]([O:13]C)=O)=[C:9]([N:17]2[CH2:21][CH2:20][O:19][C:18]2=[O:22])[CH:8]=1.[OH-].[Na+].Cl.[CH3:27][C:28]1[C:29]([N:35]2[CH2:40][CH2:39][NH:38][CH2:37][CH2:36]2)=[N:30][CH:31]=[C:32]([CH3:34])[CH:33]=1.O.[Cl-].COC1N=C(OC)N=C([N+]2(C)CCOCC2)N=1>O.CO>[CH3:27][C:28]1[C:29]([N:35]2[CH2:36][CH2:37][N:38]([C:11]([C:10]3[CH:15]=[CH:16][C:7]([N:3]4[CH2:4][CH2:5][CH2:6][S:2]4(=[O:23])=[O:1])=[CH:8][C:9]=3[N:17]3[CH2:21][CH2:20][O:19][C:18]3=[O:22])=[O:13])[CH2:39][CH2:40]2)=[N:30][CH:31]=[C:32]([CH3:34])[CH:33]=1 |f:1.2,5.6.7|. Procedure: To methyl 4-(1,1-dioxo-1λ6-isothiazolidin-2-yl)-2-(2-oxooxazolidin-3-yl)benzoate (170 mg) described in Preparation Example 32 were added methanol (2.5 mL) and 1N aqueous sodium hydroxide solution (0.75 mL), and the mixture was stirred at 60° C. After completion of the reaction, the reaction mixture was neutralized with 1N hydrochloric acid (0.75 mL), 1-(3,5-dimethylpyridin-2-yl)piperazine (96 mg) described in Preparation Example 79 and 4-(4,6-dimethoxy[1.3.5]triazin-2-yl)-4-methylmorpholinium ch... Reactants: CC(C)(C)OC(=O)C=P(c1ccccc1)(c1ccccc1)c1ccccc1, CCOC(=O)COc1c(C(=O)OC)sc(-c2ccc(OC)c(C=O)c2)c1Br, Cc1ccccc1. Yields the product CCOC(=O)COc1c(C(=O)OC)sc(-c2ccc(OC)c(C=CC(=O)OC(C)(C)C)c2)c1Br. Reaction SMILES: [C:28]([CH3:29])([CH3:30])([CH3:31])[O:32][C:33]([CH:34]=[P:35]([c:36]1[cH:37][cH:38][cH:39][cH:40][cH:41]1)([c:42]1[cH:43][cH:44][cH:45][cH:46][cH:47]1)[c:48]1[cH:49][cH:50][cH:51][cH:52][cH:53]1)=[O:54].[CH3:1][O:2][C:3](=[O:4])[c:5]1[s:6][c:7](-[c:18]2[cH:19][c:20]([CH:26]=[O:27])[c:21]([O:24][CH3:25])[cH:22][cH:23]2)[c:8]([Br:17])[c:9]1[O:10][CH2:11][C:12](=[O:13])[O:14][CH2:15][CH3:16].[CH3:55][c:56]1[cH:57][cH:58][cH:59][cH:60][cH:61]1>>[CH3:1][O:2][C:3](=[O:4])[c:5]1[s:6][c:7](-[c:18]2[cH:19][c:20]([CH:55]=[CH:34][C:33]([O:32][C:28]([CH3:29])([CH3:30])[CH3:31])=[O:54])[c:21]([O:24][CH3:25])[cH:22][cH:23]2)[c:8]([Br:17])[c:9]1[O:10][CH2:11][C:12](=[O:13])[O:14][CH2:15][CH3:16]. Starting materials: O=Cc1cccc(Br)n1, CCOC(C)=O, Cc1ccccc1NCc1ccc2ccccc2c1B1OC(C)(C)C(C)(C)O1, CO, Cc1ccccc1, ClCCl, O, c1ccc(P(c2ccccc2)(c2ccccc2)[Pd](P(c2ccccc2)(c2ccccc2)c2ccccc2)(P(c2ccccc2)(c2ccccc2)c2ccccc2)P(c2ccccc2)(c2ccccc2)c2ccccc2)cc1. The product is Cc1ccccc1NCc1ccc2ccccc2c1-c1cccc(C=O)n1. RXN SMILES: [Br:1][c:2]1[cH:3][cH:4][cH:5][c:6]([CH:8]=[O:9])[n:7]1.[C:38]([O:39][CH2:40][CH3:41])(=[O:42])[CH3:43].[CH3:10][c:11]1[c:12]([NH:13][CH2:14][c:15]2[c:16]([B:25]3[O:26][C:27]([CH3:28])([CH3:29])[C:30]([CH3:31])([CH3:32])[O:33]3)[c:17]3[cH:18][cH:19][cH:20][cH:21][c:22]3[cH:23][cH:24]2)[cH:34][cH:35][cH:36][cH:37]1.[CH3:47][OH:48].[CH3:50][c:51]1[cH:52][cH:53][cH:54][cH:55][cH:56]1.[Cl:44][CH2:45][Cl:46].[OH2:49].[cH:57]1[cH:58][cH:59][c:60]([P:61]([Pd:62]([P:63]([c:64]2[cH:65][cH:66][cH:67][cH:68][cH:69]2)([c:70]2[cH:71][cH:72][cH:73][cH:74][cH:75]2)[c:76]2[cH:77][cH:78][cH:79][cH:80][cH:81]2)([P:82]([c:83]2[cH:84][cH:85][cH:86][cH:87][cH:88]2)([c:89]2[cH:90][cH:91][cH:92][cH:93][cH:94]2)[c:95]2[cH:96][cH:97][cH:98][cH:99][cH:100]2)[P:101]([c:102]2[cH:103][cH:104][cH:105][cH:106][cH:107]2)([c:108]2[cH:109][cH:110][cH:111][cH:112][cH:113]2)[c:114]2[cH:115][cH:116][cH:117][cH:118][cH:119]2)([c:120]2[cH:121][cH:122][cH:123][cH:124][cH:125]2)[c:126]2[cH:127][cH:128][cH:129][cH:130][cH:131]2)[cH:132][cH:133]1>>[c:2]1(-[c:16]2[c:15]([CH2:14][NH:13][c:12]3[c:11]([CH3:10])[cH:37][cH:36][cH:35][cH:34]3)[cH:24][cH:23][c:22]3[c:17]2[cH:18][cH:19][cH:20][cH:21]3)[cH:3][cH:4][cH:5][c:6]([CH:8]=[O:9])[n:7]1. Starting materials: ice water, C(C)OC(=O)C=1N=C(NC1)S (4-ethoxycarbonylimidazole-2-thiol), C([O-])([O-])=O.[K+].[K+] (potassium carbonate), C(#N)C1=CC=C(C(CBr)=O)C=C1 (4-cyanophenacyl bromide). Run in C(C)#N (acetonitrile). Conditions: time 20 hour. Product: C(#N)C1=CC=C(C=C1)C(CSC1=NC=C(N1)C(=O)OCC)=O (ethyl 2-[2-(4-cyanophenyl)-2-oxo-ethylthio]-3H-imidazole-4-carboxylate). As a reaction SMILES: [CH2:1]([O:3][C:4]([C:6]1[N:7]=[C:8]([SH:11])[NH:9][CH:10]=1)=[O:5])[CH3:2].C(=O)([O-])[O-].[K+].[K+].[C:18]([C:20]1[CH:29]=[CH:28][C:23]([C:24](=[O:27])[CH2:25]Br)=[CH:22][CH:21]=1)#[N:19]>C(#N)C>[C:18]([C:20]1[CH:29]=[CH:28][C:23]([C:24](=[O:27])[CH2:25][S:11][C:8]2[NH:7][C:6]([C:4]([O:3][CH2:1][CH3:2])=[O:5])=[CH:10][N:9]=2)=[CH:22][CH:21]=1)#[N:19] |f:1.2.3|. Reported procedure: To a solution 4-ethoxycarbonylimidazole-2-thiol (8.22 g, 47.8 mmol) and potassium carbonate (19.8 g, 143 mmol) in dry acetonitrile (100 mL) at room temperature was added 4-cyanophenacyl bromide (10.7 g, 47.8 mmol). The reaction mixture was stirred for 20 hours, during which time a white precipitate formed. To the solution was added 100 mL ice water. The resulting solid was filtered and washed with water (2×25 mL) to provide the title product as an off-white solid which was sufficiently pure for ... Starting materials: C(C)OC(C1=CC=C(C=C1)NC=1C=C2C(OC(C2=CC1)(C)C)(C)C)=O (4-[(1,1,3,3-tetramethyl-1,3-dihydro-isobenzofuran-5-yl)-amino]-benzoic acid ethyl ester), C(CCC)=O (butyraldehyde), C(C)OC(C1=CC=C(C=C1)NC=1C=C2C(OC(C2=CC1)(C)C)(C)C)=O (4-[(1,1,3,3-tetramethyl-1,3-dihydro-isobenzofuran-5-yl)-amino]-benzoic acid ethyl ester), C(#N)[BH3-].[Na+] (sodiumcyanoborohydride). Solvent: C(C)(=O)O (acetic acid), O1CCCC1 (tetrahydrofuran). The product is C(C)OC(C1=CC=C(C=C1)N(C=1C=C2C(OC(C2=CC1)(C)C)(C)C)CCCC)=O (4-[n-Butyl-(1,1,3,3-tetramethyl-1,3-dihydro-isobenzofuran-5-yl)-amino]-benzoic acid ethyl ester). Isolated yield 83.0%. As a reaction SMILES: [CH2:1]([O:3][C:4](=[O:25])[C:5]1[CH:10]=[CH:9][C:8]([NH:11][C:12]2[CH:13]=[C:14]3[C:18](=[CH:19][CH:20]=2)[C:17]([CH3:22])([CH3:21])[O:16][C:15]3([CH3:24])[CH3:23])=[CH:7][CH:6]=1)[CH3:2].C([BH3-])#N.[Na+].[CH:30](=O)[CH2:31][CH2:32][CH3:33]>C(O)(=O)C.O1CCCC1>[CH2:1]([O:3][C:4](=[O:25])[C:5]1[CH:6]=[CH:7][C:8]([N:11]([CH2:30][CH2:31][CH2:32][CH3:33])[C:12]2[CH:13]=[C:14]3[C:18](=[CH:19][CH:20]=2)[C:17]([CH3:22])([CH3:21])[O:16][C:15]3([CH3:24])[CH3:23])=[CH:9][CH:10]=1)[CH3:2] |f:1.2|. Procedure: Following general procedure Q and using 4-[(1,1,3,3-tetramethyl-1,3-dihydro-isobenzofuran-5-yl)-amino]-benzoic acid ethyl ester (Compound 79, 0.2 g, 0.64 mmol), sodiumcyanoborohydride (0.121 g, 1.92 mmol) and butyraldehyde (1 mL, 11.09 mmol) in 5 mL of acetic acid and 5 mL of tetrahydrofuran, the title compound (0.21 g, 88%) was obtained as a white solid. 1H NMR (300 MHz, CDCl3): δ 7.86 (d, 2H, J=9.1 Hz), 7.11 (d, 1H, J=8.7 Hz), 7.07 (d, 1H, J=8.1 Hz), 6.90 (s, 1H), 6.68 (d, 2H, J=8.9 Hz), 4.32 ...